From a dataset of the Open Reaction Database (ORD), a public repository of structured organic reaction records. describe an organic reaction: reactants, conditions, products, and yield Reaction SMILES: Br[C:2]1[CH:3]=[C:4]([CH:20]([CH3:22])[CH3:21])[CH:5]=[C:6]2[C:10]=1[NH:9][C:8]1[C:11]([CH2:17][CH2:18][OH:19])([CH2:15][CH3:16])[O:12][CH2:13][CH2:14][C:7]2=1.[F:23][C:24]1[CH:29]=[C:28](B(O)O)[CH:27]=[CH:26][C:25]=1[C:33]1[CH:38]=[CH:37][CH:36]=[CH:35][CH:34]=1>>[CH2:15]([C:11]1([CH2:17][CH2:18][OH:19])[C:8]2[NH:9][C:10]3[C:6]([C:7]=2[CH2:14][CH2:13][O:12]1)=[CH:5][C:4]([CH:20]([CH3:22])[CH3:21])=[CH:3][C:2]=3[C:28]1[CH:27]=[CH:26][C:25]([C:33]2[CH:34]=[CH:35][CH:36]=[CH:37][CH:38]=2)=[C:24]([F:23])[CH:29]=1)[CH3:16]. Reactants: BrC=1C=C(C=C2C3=C(NC12)C(OCC3)(CC)CCO)C(C)C (2-(8-bromo-1-ethyl-6-isopropyl-1,3,4,9-tetrahydro-pyrano[3,4-b]indol-1-yl)-ethanol), FC1=C(C=CC(=C1)B(O)O)C1=CC=CC=C1 (2-fluorobiphenyl-4-boronic acid). Procedure: The title compound is prepared in a manner analogous to Example 1, except using 2-(8-bromo-1-ethyl-6-isopropyl-1,3,4,9-tetrahydro-pyrano[3,4-b]indol-1-yl)-ethanol and 2-fluorobiphenyl-4-boronic acid in step 1.F. Product: C(C)C1(OCCC2=C1NC1=C(C=C(C=C21)C(C)C)C2=CC(=C(C=C2)C2=CC=CC=C2)F)CCO (2-[1-ETHYL-8-(2-FLUORO-BIPHENYL-4-YL)-6-ISOPROPYL-1,3,4,9-TETRAHYDRO-PYRANO[3,4-b]INDOL-1-yl]-ETHANOL).